Dataset: the Open Reaction Database (ORD), a public repository of structured organic reaction records. Task: describe an organic reaction: reactants, conditions, products, and yield Reactants: C(C(C)C)(=O)CC(=O)OCC (ethyl isobutyrylacetate), C(C(C)C)=O (isobutyraldehyde), N1CCCCC1 (piperidine), C(C)(=O)O (acetic acid). Solvent: C(C)(C)O (isopropanol), O (water). Product: C(C)OC(=O)\C(\C(C(C)C)=O)=C/C(C)C (Z-4-Ethoxycarbony-2,6-dimethyl-hept-4-en-3-one). RXN SMILES: [C:1]([CH2:6][C:7]([O:9][CH2:10][CH3:11])=[O:8])(=[O:5])[CH:2]([CH3:4])[CH3:3].[CH:12](=O)[CH:13]([CH3:15])[CH3:14].N1CCCCC1.C(O)(=O)C>C(O)(C)C.O>[CH2:10]([O:9][C:7](/[C:6](=[CH:12]\[CH:13]([CH3:15])[CH3:14])/[C:1](=[O:5])[CH:2]([CH3:4])[CH3:3])=[O:8])[CH3:11]. Procedure: 158 g (1 mol) of ethyl isobutyrylacetate, 108 g (1.5 mol) of isobutyraldehyde, 8.75 ml of piperidine and 6.25 ml of acetic acid are stirred at 50° C. for 20 h in 400 ml of isopropanol. Volatile components are stripped off in a water pump vacuum and the residue is subsequently distilled in a high vacuum. Reactants: CN1CCC(Oc2ccc([N+](=O)[O-])c(-c3ccccc3)c2)CC1, CCO. The product is CN1CCC(Oc2ccc(N)c(-c3ccccc3)c2)CC1. RXN SMILES: [CH3:1][N:2]1[CH2:3][CH2:4][CH:5]([O:8][c:9]2[cH:10][c:11](-[c:18]3[cH:19][cH:20][cH:21][cH:22][cH:23]3)[c:12]([N+:15]([O-:16])=[O:17])[cH:13][cH:14]2)[CH2:6][CH2:7]1.[CH3:24][CH2:25][OH:26]>>[CH3:1][N:2]1[CH2:3][CH2:4][CH:5]([O:8][c:9]2[cH:10][c:11](-[c:18]3[cH:19][cH:20][cH:21][cH:22][cH:23]3)[c:12]([NH2:15])[cH:13][cH:14]2)[CH2:6][CH2:7]1. Reactants: ClC=1C=C(C=O)C=CC1Cl (3,4-dichlorobenzaldehyde), [N+](=O)([O-])C (nitro methane), [OH-].[Na+] (NaOH). Run in C(C)O (ethanol). Product: ClC1=C(C=C(C=C1)\C=C\[N+](=O)[O-])Cl ((E)-1,2-dichloro-4-(2-nitrovinyl)benzene). Isolated yield 38.4%. As a reaction SMILES: [Cl:1][C:2]1[CH:3]=[C:4]([CH:7]=[CH:8][C:9]=1[Cl:10])[CH:5]=O.[N+:11]([CH3:14])([O-:13])=[O:12].[OH-].[Na+]>C(O)C>[Cl:10][C:9]1[CH:8]=[CH:7][C:4](/[CH:5]=[CH:14]/[N+:11]([O-:13])=[O:12])=[CH:3][C:2]=1[Cl:1] |f:2.3|. Procedure: Using analogous conditions and workup as described for the preparation of intermediate I-1a above, 3,4-dichlorobenzaldehyde (10 g, 74.074 mmol) in ethanol (100 mL) was reacted with nitro methane (4.12 mL, 74.074 mmol) and 10N NaOH (2.96 g in 7.4 mL of H2O, 74.074 mmol) to afford 6.2 g of the product (39% yield). Starting materials: CCOCC, COC(=O)C(=O)c1ccc(OCCCCOc2ccccc2)cc1, CCCCCC, CO, [Na+], [OH-]. The product is O=C(O)C(=O)c1ccc(OCCCCOc2ccccc2)cc1. RXN SMILES: [CH2:31]([O:32][CH2:33][CH3:34])[CH3:35].[CH3:1][O:2][C:3]([C:4]([c:5]1[cH:6][cH:7][c:8]([O:11][CH2:12][CH2:13][CH2:14][CH2:15][O:16][c:17]2[cH:18][cH:19][cH:20][cH:21][cH:22]2)[cH:9][cH:10]1)=[O:23])=[O:24].[CH3:25][CH2:26][CH2:27][CH2:28][CH2:29][CH3:30].[CH3:36][OH:37].[Na+:39].[OH-:38]>>[O:2]=[C:3]([C:4]([c:5]1[cH:6][cH:7][c:8]([O:11][CH2:12][CH2:13][CH2:14][CH2:15][O:16][c:17]2[cH:18][cH:19][cH:20][cH:21][cH:22]2)[cH:9][cH:10]1)=[O:23])[OH:24]. Reactants: C(C)[SiH](CC)CC (triethylsilane), B(F)(F)F.CCOCC (boron trifluoride etherate), COC=1C=C(C=CC1)C1(CC(C2=CC=CC=C12)=O)O (3-(3-methoxyphenyl)-3-hydroxyindan-1-one). Solvent: O (water), C(Cl)Cl (methylene chloride). Conditions: time 16 hour. Yields the product COC=1C=C(C=CC1)C1CC(C2=CC=CC=C12)=O (3-(3-Methoxyphenyl)indan-1-one). The yield is 23.2%. As a reaction SMILES: [CH3:1][O:2][C:3]1[CH:4]=[C:5]([C:9]2(O)[C:17]3[C:12](=[CH:13][CH:14]=[CH:15][CH:16]=3)[C:11](=[O:18])[CH2:10]2)[CH:6]=[CH:7][CH:8]=1.C([SiH](CC)CC)C.B(F)(F)F.CCOCC>C(Cl)Cl.O>[CH3:1][O:2][C:3]1[CH:4]=[C:5]([CH:9]2[C:17]3[C:12](=[CH:13][CH:14]=[CH:15][CH:16]=3)[C:11](=[O:18])[CH2:10]2)[CH:6]=[CH:7][CH:8]=1 |f:2.3|. Reported procedure: A solution of 3-(3-methoxyphenyl)-3-hydroxyindan-1-one (2.3 g) in 25 ml methylene chloride was stirred at 0°, then treated sequentially with 1.6 ml triethylsilane and 3.3 ml of boron trifluoride etherate. The mixture was warmed to 25° and stirred for 16 hours, then diluted with water and extracted with additional methylene chloride. After drying (MgSO4) and concentration, the residue was chromatographed on silica gel to provide the title compound as a light yellow oil (0.5 g, 23%). NMR and IR sp... The reactants are C(C)O (ethanol), C(C)O (ethanol), O.N[C@@H](CCCCN)C(=O)O (L-lysine hydrate), FC(C1=CC=C(C=C1)NC(=O)CC(=C(CCC#C)O)C#N)(F)F (N-(4-trifluoromethylphenyl)-2-cyano-3-hydroxy-hept-2-en-6-ynecarboxamide). Run in O (water). Product: N[C@@H](CCCCN)C(=O)O.FC(C1=CC=C(C=C1)NC(=O)CC(=C(CCC#C)O)C#N)(F)F (N-(4-Trifluoromethylphenyl)-2-cyano-3-hydroxyhept-2-en-6-ynecarboxamide lysine salt). Reaction SMILES: [F:1][C:2]([F:23])([F:22])[C:3]1[CH:8]=[CH:7][C:6]([NH:9][C:10]([CH2:12][C:13]([C:20]#[N:21])=[C:14]([OH:19])[CH2:15][CH2:16][C:17]#[CH:18])=[O:11])=[CH:5][CH:4]=1.C(O)C.O.[NH2:28][C@H:29]([C:35]([OH:37])=[O:36])[CH2:30][CH2:31][CH2:32][CH2:33][NH2:34]>O>[NH2:28][C@H:29]([C:35]([OH:37])=[O:36])[CH2:30][CH2:31][CH2:32][CH2:33][NH2:34].[F:1][C:2]([F:22])([F:23])[C:3]1[CH:8]=[CH:7][C:6]([NH:9][C:10]([CH2:12][C:13]([C:20]#[N:21])=[C:14]([OH:19])[CH2:15][CH2:16][C:17]#[CH:18])=[O:11])=[CH:5][CH:4]=1 |f:2.3,5.6|. Procedure details: 30 g (0.097 mol) of N-(4-trifluoromethylphenyl)-2-cyano-3-hydroxy-hept-2-en-6-ynecarboxamide are dissolved in 1 l of water and 25 ml of ethanol together with 17.3 g (0.097 mol) of L-lysine hydrate, filtered and lyophilized. Adhering residual amounts of ethanol are removed by repeated freeze drying.